From a dataset of the Open Reaction Database (ORD), a public repository of structured organic reaction records. describe an organic reaction: reactants, conditions, products, and yield Reactants: O=C([O-])[O-], O=c1c(Cl)c(Cl)cnn1Cc1ccccc1, Cc1ccccc1, OB(O)c1ccc(Cl)cc1, [Na+], [Na+], O, c1ccc(P(c2ccccc2)(c2ccccc2)[Pd](P(c2ccccc2)(c2ccccc2)c2ccccc2)(P(c2ccccc2)(c2ccccc2)c2ccccc2)P(c2ccccc2)(c2ccccc2)c2ccccc2)cc1. Product: O=c1c(-c2ccc(Cl)cc2)c(Cl)cnn1Cc1ccccc1. RXN SMILES: [C:27](=[O:28])([O-:29])[O-:30].[CH2:1]([c:2]1[cH:3][cH:4][cH:5][cH:6][cH:7]1)[n:8]1[n:9][cH:10][c:11]([Cl:16])[c:12]([Cl:15])[c:13]1=[O:14].[CH3:34][c:35]1[cH:36][cH:37][cH:38][cH:39][cH:40]1.[Cl:17][c:18]1[cH:19][cH:20][c:21]([B:24]([OH:25])[OH:26])[cH:22][cH:23]1.[Na+:31].[Na+:32].[OH2:33].[cH:41]1[cH:42][cH:43][c:44]([P:45]([Pd:46]([P:47]([c:48]2[cH:49][cH:50][cH:51][cH:52][cH:53]2)([c:54]2[cH:55][cH:56][cH:57][cH:58][cH:59]2)[c:60]2[cH:61][cH:62][cH:63][cH:64][cH:65]2)([P:66]([c:67]2[cH:68][cH:69][cH:70][cH:71][cH:72]2)([c:73]2[cH:74][cH:75][cH:76][cH:77][cH:78]2)[c:79]2[cH:80][cH:81][cH:82][cH:83][cH:84]2)[P:85]([c:86]2[cH:87][cH:88][cH:89][cH:90][cH:91]2)([c:92]2[cH:93][cH:94][cH:95][cH:96][cH:97]2)[c:98]2[cH:99][cH:100][cH:101][cH:102][cH:103]2)([c:104]2[cH:105][cH:106][cH:107][cH:108][cH:109]2)[c:110]2[cH:111][cH:112][cH:113][cH:114][cH:115]2)[cH:116][cH:117]1>>[CH2:1]([c:2]1[cH:3][cH:4][cH:5][cH:6][cH:7]1)[n:8]1[n:9][cH:10][c:11]([Cl:16])[c:12](-[c:21]2[cH:20][cH:19][c:18]([Cl:17])[cH:23][cH:22]2)[c:13]1=[O:14]. The reactants are C1CCNCC1, CCO, CC(C)(C)OC(=O)c1cccc(Nc2cc(Nc3cccc(Cl)c3)nc3c(C=O)cnn23)c1, O=C1CNC(=O)N1, O. Yields the product CC(C)(C)OC(=O)c1cccc(Nc2cc(Nc3cccc(Cl)c3)nc3c(C=C4NC(=O)NC4=O)cnn23)c1. RXN SMILES: [CH2:44]1[CH2:45][CH2:46][NH:47][CH2:48][CH2:49]1.[CH3:34][CH2:35][OH:36].[Cl:1][c:2]1[cH:3][c:4]([NH:8][c:9]2[n:10][c:11]3[n:12]([c:13]([NH:15][c:16]4[cH:17][c:18]([C:19](=[O:20])[O:21][C:22]([CH3:23])([CH3:24])[CH3:25])[cH:26][cH:27][cH:28]4)[cH:14]2)[n:29][cH:30][c:31]3[CH:32]=[O:33])[cH:5][cH:6][cH:7]1.[O:37]=[C:38]1[CH2:39][NH:40][C:41](=[O:42])[NH:43]1.[OH2:50]>>[Cl:1][c:2]1[cH:3][c:4]([NH:8][c:9]2[n:10][c:11]3[n:12]([c:13]([NH:15][c:16]4[cH:17][c:18]([C:19](=[O:20])[O:21][C:22]([CH3:23])([CH3:24])[CH3:25])[cH:26][cH:27][cH:28]4)[cH:14]2)[n:29][cH:30][c:31]3[CH:32]=[C:39]2[C:38](=[O:37])[NH:43][C:41](=[O:42])[NH:40]2)[cH:5][cH:6][cH:7]1. The reactants are C(C=C)OC(=O)N1[C@@H](CCC1)C=C(C(C)=O)C ((2S)-1-allyloxycarbonyl-2-(2-methyl-3-oxo-1-butenyl)pyrrolidine), FC(S(=O)(=O)O[Si](C)(C)C)(F)F (trimethylsilyl trifluoromethanesulfonate), C(C)(=O)O[C@@H]1[C@H](C(N1)=O)[C@@H](C)O[Si](C)(C)C(C)(C)C ((3R,4R)-4-acetoxy-3-[(1R)-1-t-butyldimethylsilyloxyethyl]-2-azetidinone), resultant mixture, C(O)([O-])=O.[Na+] (sodium hydrogen carbonate). Reagents/catalysts: [Br-].[Zn+2].[Br-] (zinc bromide). The solvent is C(C)(=O)OCC (ethyl acetate), O (water), ClCCl (dichloromethane), C(C)N(CC)CC (triethylamine), C(C)(=O)OCC (ethyl acetate). Reaction conditions: temperature 0 celsius, time 1 hour. The product is C(C=C)OC(=O)N1[C@@H](CCC1)/C=C(/C(C[C@@H]1[C@H](C(N1)=O)[C@@H](C)O[Si](C)(C)C(C)(C)C)=O)\C ((3 S,4R)-4- [(E)-4-{(2S)-1-allyloxycarbonylpyrrolidin-2-yl}-3-methyl-2-oxo-3-butenyl]-3[(1R)-1-t-butyldimethylsilyloxyethyl]-2-oxoazetidine). Isolated yield 56.5%. RXN SMILES: [CH2:1]([O:4][C:5]([N:7]1[CH2:11][CH2:10][CH2:9][C@H:8]1[CH:12]=[C:13]([CH3:17])[C:14](=[O:16])[CH3:15])=[O:6])[CH:2]=[CH2:3].FC(F)(F)S(O[Si](C)(C)C)(=O)=O.C(O[C@H:34]1[NH:37][C:36](=[O:38])[C@@H:35]1[C@H:39]([O:41][Si:42]([C:45]([CH3:48])([CH3:47])[CH3:46])([CH3:44])[CH3:43])[CH3:40])(=O)C.C(=O)([O-])O.[Na+]>ClCCl.C(OCC)(=O)C.[Br-].[Zn+2].[Br-].O.C(N(CC)CC)C>[CH2:1]([O:4][C:5]([N:7]1[CH2:11][CH2:10][CH2:9][C@H:8]1/[CH:12]=[C:13](\[CH3:17])/[C:14](=[O:16])[CH2:15][C@H:34]1[NH:37][C:36](=[O:38])[C@@H:35]1[C@H:39]([O:41][Si:42]([C:45]([CH3:46])([CH3:48])[CH3:47])([CH3:44])[CH3:43])[CH3:40])=[O:6])[CH:2]=[CH2:3] |f:3.4,7.8.9|. Procedure details: To a solution of (2S)-1-allyloxycarbonyl-2-(2-methyl-3-oxo-1-butenyl)pyrrolidine (9.00 g) and triethylamine (6.3 ml) in dichloromethane (200 ml) was added trimethylsilyl trifluoromethanesulfonate (11.7 ml) at -20° C. After stirring at 0° C. for 1 hour, a solution of (3R,4R)-4-acetoxy-3-[(1R)-1-t-butyldimethylsilyloxyethyl]-2-azetidinone (10.9 g) and zinc bromide (11.9 g) in ethyl acetate (70 ml) was added to the mixture and the resultant mixture was stirred at 0° C. for 45 minutes. The reaction ... Reactants: C1CCOC1, CCO, Cl, CCOC(=O)CCCOc1ccc(C(=C2CC(C)(C)CC(C)(C)C2)c2ccc(F)cc2)cc1, [Na+], [OH-]. Yields the product CC1(C)CC(=C(c2ccc(F)cc2)c2ccc(OCCCC(=O)O)cc2)CC(C)(C)C1. RXN SMILES: [CH2:37]1[O:38][CH2:39][CH2:40][CH2:41]1.[CH3:42][CH2:43][OH:44].[ClH:36].[F:1][c:2]1[cH:3][cH:4][c:5]([C:8]([c:9]2[cH:10][cH:11][c:12]([O:15][CH2:16][CH2:17][CH2:18][C:19](=[O:20])[O:21][CH2:22][CH3:23])[cH:13][cH:14]2)=[C:24]2[CH2:25][C:26]([CH3:32])([CH3:33])[CH2:27][C:28]([CH3:30])([CH3:31])[CH2:29]2)[cH:6][cH:7]1.[Na+:35].[OH-:34]>>[F:1][c:2]1[cH:3][cH:4][c:5]([C:8]([c:9]2[cH:10][cH:11][c:12]([O:15][CH2:16][CH2:17][CH2:18][C:19](=[O:20])[OH:21])[cH:13][cH:14]2)=[C:24]2[CH2:25][C:26]([CH3:32])([CH3:33])[CH2:27][C:28]([CH3:30])([CH3:31])[CH2:29]2)[cH:6][cH:7]1. Starting materials: ClCC1=NC2=CC=CC=C2C=C1 (2-chloromethylquinoline), FC=1C=C2C=CC(=NC2=CC1)CCl (6-fluoro-2-chloromethylquinoline), OC=1C=C2[C@@H]([C@@H](COC2=CC1)OC=1C=NC=CC1)O (cis-6-Hydroxy-3-(3-pyridyloxy)-4-chromanol). The product is N1=CC(=CC=C1)O[C@@H]1COC2=CC=C(C=C2[C@@H]1O)OCC1=NC2=CC=CC=C2C=C1 ((±)-cis-3-(3-Pyridyloxy)-6-(2-quinolyl)methoxy-4-chromanol). RXN SMILES: Cl[CH2:2][C:3]1[CH:12]=[CH:11][C:10]2[C:5](=[CH:6][CH:7]=[CH:8][CH:9]=2)[N:4]=1.FC1C=C2C(=CC=1)N=C(CCl)C=C2.[OH:26][C:27]1[CH:28]=[C:29]2[C:34](=[CH:35][CH:36]=1)[O:33][CH2:32][C@@H:31]([O:37][C:38]1[CH:39]=[N:40][CH:41]=[CH:42][CH:43]=1)[C@H:30]2[OH:44]>>[N:40]1[CH:41]=[CH:42][CH:43]=[C:38]([O:37][C@H:31]2[C@@H:30]([OH:44])[C:29]3[C:34](=[CH:35][CH:36]=[C:27]([O:26][CH2:2][C:3]4[CH:12]=[CH:11][C:10]5[C:5](=[CH:6][CH:7]=[CH:8][CH:9]=5)[N:4]=4)[CH:28]=3)[O:33][CH2:32]2)[CH:39]=1. Procedure: By the methods of the preceding Example, substituting a molar equivalent of 2-chloromethylquinoline for the 6-fluoro-2-chloromethylquinoline, the title product of Example 74 (0.26 g) was converted to present chromatoqraphed title product, 0.35 g (88%), also recrystallized from isopropyl ether/CH2Cl2, m.p. 126-128° C. The reactants are OC=1C=CC=C2CCC(CC12)CNC(C(O)C1=CC(=CC=C1)Cl)=O (N-[(8-hydroxy-1,2,3,4-tetrahydronaphth-2-yl)methyl]-3-chloromandelamide), solution, B.CSC (borane methyl sulfide). Run in CO (methanol), O1CCCC1 (tetrahydrofuran), O1CCCC1 (tetrahydrofuran). Yields the product Cl.OC=1C=CC=C2CCC(CC12)CNCC(C1=CC(=CC=C1)Cl)O (N-[(8-hydroxy-1,2,3,4-tetrahydronaphth-2-yl)methyl]-2-hydroxy-2-(3-chlorophenyl)ethanamine hydrochloride). As a reaction SMILES: [OH:1][C:2]1[CH:3]=[CH:4][CH:5]=[C:6]2[C:11]=1[CH2:10][CH:9]([CH2:12][NH:13][C:14](=O)[CH:15]([C:17]1[CH:22]=[CH:21][CH:20]=[C:19]([Cl:23])[CH:18]=1)[OH:16])[CH2:8][CH2:7]2.B.CSC>O1CCCC1.CO>[ClH:23].[OH:1][C:2]1[CH:3]=[CH:4][CH:5]=[C:6]2[C:11]=1[CH2:10][CH:9]([CH2:12][NH:13][CH2:14][CH:15]([OH:16])[C:17]1[CH:22]=[CH:21][CH:20]=[C:19]([Cl:23])[CH:18]=1)[CH2:8][CH2:7]2 |f:1.2,5.6|. Reported procedure: A solution of the product of step (i) above (1.6 g, 0.0046 mol) in anhydrous tetrahydrofuran (30 ml) is heated to the reflux temperature under nitrogen atmosphere and a mixture of a 10M solution of borane-methyl sulfide (1.4 ml, 0.0014 mol) and anhydrous tetrahydrofuran (10 ml) is slowly dripped in. The obtained solution is refluxed for 4 hours and then diluted with methanol (10 ml). The solvent is evaporated off under vacuum and the obtained residue is dissolved in ethyl ether. The organic solu... The reactants are CC1(OC2=C(C1)C(=C(C(=C2C=CC(C)=O)C)C)C)C (4-(2,3-dihydro-2,2,4,5,6-pentamethylbenzofuran-7-yl)-3-buten-2-one), aqueous solution, [OH-].[Na+] (sodium hydroxide), [Na] (sodium), C(CC(=O)OCC)(=O)OCC (diethyl malonate). Solvent: CO (methanol), CO (methanol). Reaction conditions: time 20 minute. Product: CC1(OC2=C(C1)C(=C(C(=C2C2CC(CC(C2)=O)=O)C)C)C)C (5-(2,3-dihydro-2,2,4,5,6-pentamethyl-benzofuran-7-yl)cyclohexane-1,3-dione). RXN SMILES: [Na].C(OCC)(=O)[CH2:3][C:4](OCC)=[O:5].[CH3:13][C:14]1([CH3:31])[CH2:18][C:17]2[C:19]([CH3:30])=[C:20]([CH3:29])[C:21]([CH3:28])=[C:22]([CH:23]=[CH:24][C:25](=[O:27])[CH3:26])[C:16]=2[O:15]1.[OH-].[Na+]>CO>[CH3:13][C:14]1([CH3:31])[CH2:18][C:17]2[C:19]([CH3:30])=[C:20]([CH3:29])[C:21]([CH3:28])=[C:22]([CH:23]3[CH2:3][C:4](=[O:5])[CH2:26][C:25](=[O:27])[CH2:24]3)[C:16]=2[O:15]1 |f:3.4,^1:0|. Procedure details: To a solution of 1.57 g of sodium in 68 ml of absolute methanol was added 10.35 ml of diethyl malonate. After stirring for 20 minutes, the mixture was added 8 g of the 4-(2,3-dihydro-2,2,4,5,6-pentamethylbenzofuran-7-yl)-3-buten-2-one in 17.5 g of absolute methanol, refluxed for 4 hours and added 150 g of 5% aqueous solution of sodium hydroxide. The reaction mixture was cooled to room temperature and washed three times with 50 ml of diethyl ether. 2N aqueous solution of hydrochloric acid was add... The reactants are C(C)(C)(C)OC(=O)N1CCC[C@@H](C2=CC=3COCC3C=C21)N(C=2N=NN(N2)CCN2C(C1=CC=CC=C1C2=O)=O)CC2=CC(=CC(=C2)C(F)(F)F)C(F)(F)F ((S)-9-((3,5-Bis-trifluoromethyl-benzyl)-{2-[2-(1,3-dioxo-1,3-dihydro-isoindol-2-yl)-ethyl]-2H-tetrazol-5-yl}-amino)-1,3,6,7,8,9-hexahydro-2-oxa-5-aza-cyclohepta[f]indene-5-carboxylic acid tert-butyl ester), FC(C(=O)O)(F)F (trifluoroacetic acid). The solvent is ClCCl (dichloromethane), O (water), ClCCl (dichloromethane). Reaction conditions: time 3 hour. Yields the product FC(C=1C=C(CN(C=2N=NN(N2)CCN2C(C3=CC=CC=C3C2=O)=O)[C@H]2CCCNC=3C2=CC=2COCC2C3)C=C(C1)C(F)(F)F)(F)F ((S)-2-(2-{5-[(3,5-Bis-trifluoromethyl-benzyl)-(3,5,6,7,8,9-hexahydro-1H-2-oxa-5-aza-cyclohepta[f]inden-9-yl)-amino]-tetrazol-2-yl}-ethyl)-isoindole-1,3-dione). RXN SMILES: C(OC([N:8]1[C:21]2[C:13](=[CH:14][C:15]3[CH2:16][O:17][CH2:18][C:19]=3[CH:20]=2)[C@@H:12]([N:22]([CH2:41][C:42]2[CH:47]=[C:46]([C:48]([F:51])([F:50])[F:49])[CH:45]=[C:44]([C:52]([F:55])([F:54])[F:53])[CH:43]=2)[C:23]2[N:24]=[N:25][N:26]([CH2:28][CH2:29][N:30]3[C:38](=[O:39])[C:37]4[C:32](=[CH:33][CH:34]=[CH:35][CH:36]=4)[C:31]3=[O:40])[N:27]=2)[CH2:11][CH2:10][CH2:9]1)=O)(C)(C)C.FC(F)(F)C(O)=O>ClCCl.O>[F:50][C:48]([F:49])([F:51])[C:46]1[CH:47]=[C:42]([CH:43]=[C:44]([C:52]([F:53])([F:54])[F:55])[CH:45]=1)[CH2:41][N:22]([C@@H:12]1[C:13]2=[CH:14][C:15]3[CH2:16][O:17][CH2:18][C:19]=3[CH:20]=[C:21]2[NH:8][CH2:9][CH2:10][CH2:11]1)[C:23]1[N:24]=[N:25][N:26]([CH2:28][CH2:29][N:30]2[C:31](=[O:40])[C:32]3[C:37](=[CH:36][CH:35]=[CH:34][CH:33]=3)[C:38]2=[O:39])[N:27]=1. Procedure: To a solution of (S)-9-((3,5-Bis-trifluoromethyl-benzyl)-{2-[2-(1,3-dioxo-1,3-dihydro-isoindol-2-yl)-ethyl]-2H-tetrazol-5-yl}-amino)-1,3,6,7,8,9-hexahydro-2-oxa-5-aza-cyclohepta[f]indene-5-carboxylic acid tert-butyl ester (Example 106, Step 1) (0.39 mmol) in dichloromethane (5 mL), add trifluoroacetic acid (2 mL). After stirring at room temperature for 3 h, quench the reaction with concentrated sodium carbonate, dilute with dichloromethane (20 mL), and water (20 mL). Separate the organic phase a... Starting materials: resultant mixture, ClC=1C=CC(=C(N)C1)[N+](=O)[O-] (5-chloro-2-nitroaniline), N1(CCNCC1)CCO (2-piperazin-1-yl-ethanol), C([O-])([O-])=O.[K+].[K+] (potassium carbonate), O (water). Run in CN(C(C)=O)C (N,N-dimethylacetamide). Run at temperature 122.5 celsius, time 1 day. The product is NC=1C=C(C=CC1[N+](=O)[O-])N1CCN(CC1)CCO (2-[4-(3-Amino-4-nitro-phenyl)-piperazin-1-yl]-ethanol). The yield is 77.7%. RXN SMILES: Cl[C:2]1[CH:3]=[CH:4][C:5]([N+:9]([O-:11])=[O:10])=[C:6]([CH:8]=1)[NH2:7].[N:12]1([CH2:18][CH2:19][OH:20])[CH2:17][CH2:16][NH:15][CH2:14][CH2:13]1.C(=O)([O-])[O-].[K+].[K+].O>CN(C)C(=O)C>[NH2:7][C:6]1[CH:8]=[C:2]([N:15]2[CH2:16][CH2:17][N:12]([CH2:18][CH2:19][OH:20])[CH2:13][CH2:14]2)[CH:3]=[CH:4][C:5]=1[N+:9]([O-:11])=[O:10] |f:2.3.4|. Procedure: A mixture of 5-chloro-2-nitroaniline (5.0 g, 29.0 mmol), 2-piperazin-1-yl-ethanol (11.3 g, 87.0 mmol) and anhydrous potassium carbonate (4.4 g, 31 mmol) in N,N-dimethylacetamide (10 ml) was stirred at 120-125° C. under nitrogen for 1 day. Sample NMR analysis showed complete conversion of the starting material. The resultant mixture was then cooled to room temperature, poured into cold water (30 ml) and stirred vigorously and cooled at 5° C. overnight. The resulting yellow precipitate was collect...